Task: describe an organic reaction: reactants, conditions, products, and yield. Dataset: the Open Reaction Database (ORD), a public repository of structured organic reaction records Starting materials: C(C)(C)(C)OC(=O)N1C(OC[C@@H]1C(=O)OC1=CC=C(C=C1)C(C)=O)(C)C (4-acetylphenyl 3-tert-butoxycarbonyl-2,2-dimethyloxazolidine-4-(R)-carboxylate), FC(C(=O)O)(F)F (trifluoroacetic acid). Solvent: ClCCl (dichloromethane). Conditions: time 1 hour. Yields the product FC(C(=O)O)(F)F.N[C@@H](C(=O)OC1=CC=C(C=C1)C(C)=O)CO (4-acetylphenyl 2-(R)-amino-3-hydroxypropanoate trifluoroacetate). Reaction SMILES: C(OC([N:8]1[C@@H:12]([C:13]([O:15][C:16]2[CH:21]=[CH:20][C:19]([C:22](=[O:24])[CH3:23])=[CH:18][CH:17]=2)=[O:14])[CH2:11][O:10]C1(C)C)=O)(C)(C)C.[F:27][C:28]([F:33])([F:32])[C:29]([OH:31])=[O:30]>ClCCl>[F:27][C:28]([F:33])([F:32])[C:29]([OH:31])=[O:30].[NH2:8][C@H:12]([CH2:11][OH:10])[C:13]([O:15][C:16]1[CH:21]=[CH:20][C:19]([C:22](=[O:24])[CH3:23])=[CH:18][CH:17]=1)=[O:14] |f:3.4|. Reported procedure: Under nitrogen, 4-acetylphenyl 3-tert-butoxycarbonyl-2,2-dimethyloxazolidine-4-(R)-carboxylate (440 mg) is dissolved in dichloromethane (15 ml), and trifluoroacetic acid (TFA; 8 ml) is added. After being subjected to agitation for 1 hour, the reaction mixture is concentrated and ether is added. The formed precipitate is filtered, then vacuum dried to obtain the desired product as a white powder (280 mg). Melting point: 115-118° C. Starting materials: Cc1cc(C(F)(F)F)ccc1N, CC(=O)Nc1ccc(C(F)(F)F)cc1C, CCO, Cl. As a reaction SMILES: [CH3:17][c:18]1[cH:19][c:20]([C:21]([F:22])([F:23])[F:24])[cH:25][cH:26][c:27]1[NH2:28].[CH3:1][c:2]1[c:3]([NH:12][C:13](=[O:14])[CH3:15])[cH:4][cH:5][c:6]([C:8]([F:9])([F:10])[F:11])[cH:7]1.[CH3:29][CH2:30][OH:31].[ClH:16]>>[CH3:1][c:2]1[c:3]([NH2:12])[cH:4][cH:5][c:6]([C:8]([F:9])([F:10])[F:11])[cH:7]1.[ClH:16]. Product: Cc1cc(C(F)(F)F)ccc1N, Cl. Starting materials: COS(=O)(=O)OC, CC(C)O, CC(C)OC(=O)c1cc(-n2c(=O)[nH]c3c(c2=O)CCC3)c(F)cc1F. Product: CC(C)OC(=O)c1cc(-n2c(=O)c3c(n(C)c2=O)CCC3)c(F)cc1F. As a reaction SMILES: [CH3:26][O:27][S:28]([O:29][CH3:30])(=[O:31])=[O:32].[CH:33]([OH:34])([CH3:35])[CH3:36].[F:1][c:2]1[c:3]([C:4](=[O:5])[O:6][CH:7]([CH3:8])[CH3:9])[cH:10][c:11](-[n:15]2[c:16](=[O:25])[nH:17][c:18]3[c:19]([c:20]2=[O:21])[CH2:22][CH2:23][CH2:24]3)[c:12]([F:14])[cH:13]1>>[F:1][c:2]1[c:3]([C:4](=[O:5])[O:6][CH:7]([CH3:8])[CH3:9])[cH:10][c:11](-[n:15]2[c:16](=[O:25])[n:17]([CH3:26])[c:18]3[c:19]([c:20]2=[O:21])[CH2:22][CH2:23][CH2:24]3)[c:12]([F:14])[cH:13]1. Reactants: BrCC(=O)CBr.C(C1=CC=CC=C1)(=O)N[C@@H](C(C)C)C(=O)N[C@@H](C)C(=O)N[C@@H](CCCC)C(=O)O (N-benzoyl-L-valyl-L-alanyl-L-norleucine bromomethyl ketone), FC1=C(C(=O)O)C(=C(C(=C1F)F)F)F (2,3,4,5,6-pentafluorobenzoic acid). The product is CC(=O)OC(C1=C(C(=C(C(=C1F)F)F)F)F)=O.C(C1=CC=CC=C1)(=O)N[C@@H](C(C)C)C(=O)N[C@@H](C)C(=O)N[C@@H](CCCC)C(=O)O (N-Benzoyl-L-valyl-L-alanyl-L-norleucine 2,3,4,5,6-pentafluoro benzoyloxy methyl ketone). Reaction SMILES: Br[CH2:2][C:3](CBr)=[O:4].[C:7]([NH:15][C@H:16]([C:20]([NH:22][C@H:23]([C:25]([NH:27][C@H:28]([C:33]([OH:35])=[O:34])[CH2:29][CH2:30][CH2:31][CH3:32])=[O:26])[CH3:24])=[O:21])[CH:17]([CH3:19])[CH3:18])(=[O:14])[C:8]1[CH:13]=[CH:12][CH:11]=[CH:10][CH:9]=1.[F:36][C:37]1[C:45]([F:46])=[C:44]([F:47])[C:43]([F:48])=[C:42]([F:49])[C:38]=1[C:39]([OH:41])=[O:40]>>[CH3:2][C:3]([O:40][C:39](=[O:41])[C:38]1[C:37]([F:36])=[C:45]([F:46])[C:44]([F:47])=[C:43]([F:48])[C:42]=1[F:49])=[O:4].[C:7]([NH:15][C@H:16]([C:20]([NH:22][C@H:23]([C:25]([NH:27][C@H:28]([C:33]([OH:35])=[O:34])[CH2:29][CH2:30][CH2:31][CH3:32])=[O:26])[CH3:24])=[O:21])[CH:17]([CH3:18])[CH3:19])(=[O:14])[C:8]1[CH:9]=[CH:10][CH:11]=[CH:12][CH:13]=1 |f:0.1,3.4|. Reported procedure: (Electrospray MS m/z 614 [MH+ ]) from of N-benzoyl-L-valyl-L-alanyl-L-norleucine bromomethyl ketone and 2,3,4,5,6-pentafluorobenzoic acid. Reactants: CC(C)(C)[Si](OCCC1(CCN2C(=O)c3ccccc3C2=O)CCCCC1)(c1ccccc1)c1ccccc1, CCOCC, CCO, NN, O. Yields the product CC(C)(C)[Si](OCCC1(CCN)CCCCC1)(c1ccccc1)c1ccccc1. RXN SMILES: [C:1]([CH3:2])([CH3:3])([CH3:4])[Si:5]([O:6][CH2:7][CH2:8][C:9]1([CH2:15][CH2:16][N:17]2[C:18](=[O:19])[c:20]3[cH:21][cH:22][cH:23][cH:24][c:25]3[C:26]2=[O:27])[CH2:10][CH2:11][CH2:12][CH2:13][CH2:14]1)([c:28]1[cH:29][cH:30][cH:31][cH:32][cH:33]1)[c:34]1[cH:35][cH:36][cH:37][cH:38][cH:39]1.[CH3:43][CH2:44][O:45][CH2:46][CH3:47].[CH3:48][CH2:49][OH:50].[NH2:41][NH2:42].[OH2:40]>>[C:1]([CH3:2])([CH3:3])([CH3:4])[Si:5]([O:6][CH2:7][CH2:8][C:9]1([CH2:15][CH2:16][NH2:17])[CH2:10][CH2:11][CH2:12][CH2:13][CH2:14]1)([c:28]1[cH:29][cH:30][cH:31][cH:32][cH:33]1)[c:34]1[cH:35][cH:36][cH:37][cH:38][cH:39]1. The reactants are C(C)(=O)OCC (ethyl acetate), BrC=1C=C(C2=C(CC(O2)(C)C)C1)COC1=CC=C(C=C1)CC(C(=O)O)C (3-(4-((5-bromo-2,2-dimethyl-2,3-dihydrobenzofuran-7-yl)methoxy)phenyl)-2-methylpropanoic acid), ClC1=CC=C(C=C1)B(O)O (4-chlorophenyl boronic acid), C([O-])(O)=O.[Na+] (sodium bicarbonate), CO (methanol). The reagents and catalysts are C=1C=CC(=CC1)[P](C=2C=CC=CC2)(C=3C=CC=CC3)[Pd]([P](C=4C=CC=CC4)(C=5C=CC=CC5)C=6C=CC=CC6)([P](C=7C=CC=CC7)(C=8C=CC=CC8)C=9C=CC=CC9)[P](C=1C=CC=CC1)(C=1C=CC=CC1)C=1C=CC=CC1 (Pd(PPh3)4). The solvent is O (water), C1(=CC=CC=C1)C (toluene). Yields the product ClC1=CC=C(C=C1)C=1C=C(C2=C(CC(O2)(C)C)C1)COC1=CC=C(C=C1)CC(C(=O)OCC)C (ethyl 3-(4-((5-(4-chlorophenyl)-2,2-dimethyl-2,3-dihydrobenzofuran-7-yl)methoxy)phenyl)-2-methylpropanoate). Reaction SMILES: Br[C:2]1[CH:3]=[C:4]([CH2:13][O:14][C:15]2[CH:20]=[CH:19][C:18]([CH2:21][CH:22]([CH3:26])[C:23]([OH:25])=[O:24])=[CH:17][CH:16]=2)[C:5]2[O:9][C:8]([CH3:11])([CH3:10])[CH2:7][C:6]=2[CH:12]=1.[Cl:27][C:28]1[CH:33]=[CH:32][C:31](B(O)O)=[CH:30][CH:29]=1.C(=O)(O)[O-].[Na+].CO.[C:44](OCC)(=O)[CH3:45]>C1C=CC([P]([Pd]([P](C2C=CC=CC=2)(C2C=CC=CC=2)C2C=CC=CC=2)([P](C2C=CC=CC=2)(C2C=CC=CC=2)C2C=CC=CC=2)[P](C2C=CC=CC=2)(C2C=CC=CC=2)C2C=CC=CC=2)(C2C=CC=CC=2)C2C=CC=CC=2)=CC=1.O.C1(C)C=CC=CC=1>[Cl:27][C:28]1[CH:33]=[CH:32][C:31]([C:2]2[CH:3]=[C:4]([CH2:13][O:14][C:15]3[CH:20]=[CH:19][C:18]([CH2:21][CH:22]([CH3:26])[C:23]([O:25][CH2:44][CH3:45])=[O:24])=[CH:17][CH:16]=3)[C:5]3[O:9][C:8]([CH3:11])([CH3:10])[CH2:7][C:6]=3[CH:12]=2)=[CH:30][CH:29]=1 |f:2.3,^1:53,55,74,93|. Reported procedure: A solution of ethyl 3-(4-((5-bromo-2,2-dimethyl-2,3-dihydrobenzofuran-7-yl)methoxy)phenyl)-2-methylpropanoate (110) (80 mg, 0.179 mmol), 4-chlorophenyl boronic acid (30.8 mg, 0.197 mmol), Pd(PPh3)4 (7 mg, 00.006 mmol), saturated sodium bicarbonate (0.64 mL), methanol (1.5 mL), and toluene (0.64 mL) was heated in a microwave reactor for 40 minutes at 110° C. To the solution was added water and ethyl acetate and the two layers were separated. The crude compound was purified by flash column chromat... Starting materials: C(C)(C)(C)OC(=O)N1[C@@H](CC(C1)=NOC)C(=O)O ((2S,4EZ)-1-(tert-butoxycarbonyl)-4-(methoxyimino)-2-pyrrolidinecarboxylic acid), CC1=C(C=CC=C1)C1=CC=C(C=C1)C(=O)O (2′-methyl[1,1′-biphenyl]-4-carboxylic acid), NC1=C(C=CC=C1)O (2-aminophenol). Yields the product OC1=C(C=CC=C1)NC(=O)[C@H]1N(CC(C1)=NOC)C(=O)C1=CC=C(C=C1)C1=C(C=CC=C1)C ((2S,4EZ)-N-(2-hydroxyphenyl)-4-(methoxyimino)-1-[(2′-methyl[1,1′-biphenyl]-4-yl)carbonyl]-2-pyrrolidinecarboxamide). Reaction SMILES: C(O[C:6]([N:8]1[CH2:12][C:11](=[N:13][O:14][CH3:15])[CH2:10][C@H:9]1[C:16]([OH:18])=O)=[O:7])(C)(C)C.[CH3:19][C:20]1[CH:25]=[CH:24][CH:23]=[CH:22][C:21]=1[C:26]1[CH:31]=[CH:30][C:29](C(O)=O)=[CH:28][CH:27]=1.[NH2:35][C:36]1[CH:41]=[CH:40][CH:39]=[CH:38][C:37]=1[OH:42]>>[OH:42][C:37]1[CH:38]=[CH:39][CH:40]=[CH:41][C:36]=1[NH:35][C:16]([C@@H:9]1[CH2:10][C:11](=[N:13][O:14][CH3:15])[CH2:12][N:8]1[C:6]([C:29]1[CH:28]=[CH:27][C:26]([C:21]2[CH:22]=[CH:23][CH:24]=[CH:25][C:20]=2[CH3:19])=[CH:31][CH:30]=1)=[O:7])=[O:18]. Reported procedure: Following the general method as outlined in Example 22, starting from (2S,4EZ)-1-(tert-butoxycarbonyl)-4-(methoxyimino)-2-pyrrolidinecarboxylic acid, 2′-methyl[1,1′-biphenyl]-4-carboxylic acid, and 2-aminophenol, the title compound was obtained in 88% purity by HPLC. MS(ESI+): m/z=444.